Dataset: the Open Reaction Database (ORD), a public repository of structured organic reaction records. Task: describe an organic reaction: reactants, conditions, products, and yield Starting materials: COc1cc(C(C)=O)cc(OC)c1OC, CCO, [Na+], [OH-], COc1cc(OC)c(-c2cc3ccccc3s2)cc1C=O. Yields the product COc1cc(OC)c(-c2cc3ccccc3s2)cc1C=CC(=O)c1cc(OC)c(OC)c(OC)c1. RXN SMILES: [CH3:1][O:2][c:3]1[cH:4][c:5]([C:13]([CH3:14])=[O:15])[cH:6][c:7]([O:11][CH3:12])[c:8]1[O:9][CH3:10].[CH3:39][CH2:40][OH:41].[Na+:17].[OH-:16].[s:18]1[c:19]2[c:20]([cH:21][c:22]1-[c:23]1[c:24]([O:33][CH3:34])[cH:25][c:26]([O:31][CH3:32])[c:27]([CH:28]=[O:29])[cH:30]1)[cH:35][cH:36][cH:37][cH:38]2>>[CH3:1][O:2][c:3]1[cH:4][c:5]([C:13]([CH:14]=[CH:28][c:27]2[c:26]([O:31][CH3:32])[cH:25][c:24]([O:33][CH3:34])[c:23](-[c:22]3[s:18][c:19]4[c:20]([cH:21]3)[cH:35][cH:36][cH:37][cH:38]4)[cH:30]2)=[O:15])[cH:6][c:7]([O:11][CH3:12])[c:8]1[O:9][CH3:10]. The reactants are CC(=O)OC(C)=O, O=CO, NCCSc1ccc2nccn2n1, C1CCOC1. Yields the product O=CNCCSc1ccc2nccn2n1. RXN SMILES: [CH3:4][C:5]([O:6][C:7](=[O:8])[CH3:9])=[O:10].[CH:1](=[O:2])[OH:3].[NH2:11][CH2:12][CH2:13][S:14][c:15]1[cH:16][cH:17][c:18]2[n:19]([n:20]1)[cH:21][cH:22][n:23]2.[O:24]1[CH2:25][CH2:26][CH2:27][CH2:28]1>>[CH:1](=[O:3])[NH:11][CH2:12][CH2:13][S:14][c:15]1[cH:16][cH:17][c:18]2[n:19]([n:20]1)[cH:21][cH:22][n:23]2.